Dataset: the Open Reaction Database (ORD), a public repository of structured organic reaction records. Task: describe an organic reaction: reactants, conditions, products, and yield The reactants are CCCCCCCCCCCC (dodecane), IC1=CC=CC=C1 (Iodobenzene), C(CCCCC)N (n-hexylamine), P(=O)([O-])([O-])[O-].[K+].[K+].[K+] (potassium phosphate), CC1=C(C(=CC=C1)C)O (2,6-dimethylphenol), Teflon. Reagents/catalysts: [Cu]I (Copper (I) iodide). Run in O (water), C(C)OCC (Diethyl ether). Reaction conditions: temperature 80 celsius. The product is C1(=CC=CC=C1)CCCCCCN (N-phenylhexylamine). RXN SMILES: P([O-])([O-])([O-])=O.[K+].[K+].[K+].C[C:10]1[CH:15]=[CH:14][CH:13]=[C:12]([CH3:16])[C:11]=1O.IC1C=CC=CC=1.[CH2:25]([NH2:31])[CH2:26][CH2:27][CH2:28][CH2:29]C.CCCCCCCCCCCC>[Cu]I.O.C(OCC)C>[C:12]1([CH2:16][CH2:29][CH2:28][CH2:27][CH2:26][CH2:25][NH2:31])[CH:11]=[CH:10][CH:15]=[CH:14][CH:13]=1 |f:0.1.2.3|. Procedure details: Copper (I) iodide (10 mg, 0.05 mmol, 5 mol %), anhydrous fine powder potassium phosphate (425 mg, 2.0 mmol) and 2,6-dimethylphenol (24 mg, 0.2 mmol, 20 mol %) were put into a screw-capped test tube with a Teflon septum. The tube was evacuated and back-filled with argon (3 cycles). Iodobenzene (112 μL, 1.0 mmol) and n-hexylamine (158 μL, 1.0 mmol) were added by micro-syringe at room temperature. The reaction mixture was heated at 80° C. for 18 hours. The reaction mixture was then allowed to reach... Reactants: COC=1N=C2C=C(C=NC2=CC1)C(=O)OC (methyl 6-(methyloxy)-1,5-naphthyridine-3-carboxylate). Run in Br (HBr), C(C)(=O)O (acetic acid). Reaction conditions: time 18 hour. Yields the product O=C1NC=2C=C(C=NC2C=C1)C(=O)OC (Methyl 6-oxo-5,6-dihydro-1,5-naphthyridine-3-carboxylate), dihydrobromide. Isolated yield 99.0%. As a reaction SMILES: C[O:2][C:3]1[N:4]=[C:5]2[C:10](=[CH:11][CH:12]=1)[N:9]=[CH:8][C:7]([C:13]([O:15][CH3:16])=[O:14])=[CH:6]2>Br.C(O)(=O)C>[O:2]=[C:3]1[CH:12]=[CH:11][C:10]2[N:9]=[CH:8][C:7]([C:13]([O:15][CH3:16])=[O:14])=[CH:6][C:5]=2[NH:4]1. Reported procedure: A mixture of methyl 6-(methyloxy)-1,5-naphthyridine-3-carboxylate (1.45 g, 6.65 mmol) in 30% HBr in acetic acid (40 ml) was stirred at rt for 18 h before evaporation and drying in vacuo. The solid was washed with Et2O and dried in vacuo to give the desired product as the dihydrobromide salt (2.425 g, 99%). Starting materials: C1(=CC(O)=CC(CCCCC)=C1)O (olivetol), O (water), ice water, C1(C=CC(CC1)C(=C)C)(C)O ((−)-p-mentha-2,8-dien-1-ol). The reagents and catalysts are [Cl-].[Zn+2].[Cl-] (zinc chloride). The solvent is ClCCl (dichloromethane), ClCCl (dichloromethane). Reaction conditions: temperature 25 celsius, time 20 minute. Product: CCCCCC1=CC(=C(C(=C1)O)[C@H]2C=C(CC[C@@H]2C(=C)C)C)O ((+)-CBD). Isolated yield 95.4%. Reaction SMILES: [C:1]1([OH:13])[CH:12]=[C:6]([CH2:7][CH2:8][CH2:9][CH2:10][CH3:11])[CH:5]=[C:3]([OH:4])[CH:2]=1.O.[C:15]1(O)([CH3:24])[CH2:20][CH2:19][CH:18]([C:21]([CH3:23])=[CH2:22])[CH:17]=[CH:16]1>ClCCl.[Cl-].[Zn+2].[Cl-]>[CH3:11][CH2:10][CH2:9][CH2:8][CH2:7][C:6]1[CH:12]=[C:1]([OH:13])[C:2]([C@@H:17]2[C@@H:18]([C:21]([CH3:23])=[CH2:22])[CH2:19][CH2:20][C:15]([CH3:24])=[CH:16]2)=[C:3]([OH:4])[CH:5]=1 |f:4.5.6|. Procedure: A mixture of olivetol (3.6 g, 20 mmol), zinc chloride (3.5 g, 26 mmol), water (3.5 mL, 19 mmol) and dichloromethane (35 mL) was refluxed for 1 hour. A solution of (−)-p-mentha-2,8-dien-1-ol (3.0 g, 20 mmol) in dichloromethane (10 mL) was added drop-wise over 0.75 hour to the refluxing mixture, and the resultant reaction mixture was mixed for 0.5 hours at reflux. The mixture was cooled to 25° C., ice water (50 mL) was added, and the resultant biphasic mixture stirred for 20 minutes at 0° C. The r... Starting materials: FC1=CC=C(C(=O)C2=CC=C(C=C2)F)C=C1 (4,4'-difluorobenzophenone), N1=CC=C(C=C1)C (4-picoline), C(CCC)[Li] (n-butyllithium), CCCCCC (hexane), [Cl-].[NH4+] (ammonium chloride). Solvent: O1CCCC1 (tetrahydrofuran), O1CCCC1 (tetrahydrofuran). Run at temperature -30 celsius, time 30 minute. Yields the product FC1=CC=C(C=C1)C(CC1=CC=NC=C1)(O)C1=CC=C(C=C1)F (α,α-Bis(4-fluorophenyl)-4-pyridineethanol). The yield is 67.6%. RXN SMILES: [N:1]1[CH:6]=[CH:5][C:4]([CH3:7])=[CH:3][CH:2]=1.C([Li])CCC.CCCCCC.[F:19][C:20]1[CH:34]=[CH:33][C:23]([C:24]([C:26]2[CH:31]=[CH:30][C:29]([F:32])=[CH:28][CH:27]=2)=[O:25])=[CH:22][CH:21]=1.[Cl-].[NH4+]>O1CCCC1>[F:19][C:20]1[CH:34]=[CH:33][C:23]([C:24]([C:26]2[CH:31]=[CH:30][C:29]([F:32])=[CH:28][CH:27]=2)([OH:25])[CH2:7][C:4]2[CH:5]=[CH:6][N:1]=[CH:2][CH:3]=2)=[CH:22][CH:21]=1 |f:4.5|. Procedure details: A solution of 27.8 g (0.30 mole) of 4-picoline in 400 ml of tetrahydrofuran and under an atmosphere of nitrogen was cooled to -30° C. in a dry-ice acetone bath. A solution of 2.5 moles n-butyllithium in hexane (119 ml, 0.3 mole) was added over 1 hr and the mixture was stirred for an additional 30 min at -30° C. The reaction mixture was allowed to warm to room temperature over 1.5 hr, and 66.7 g (0.30 mole) of 4,4'-difluorobenzophenone in 100 ml of tetrahydrofuran was added. The mixture was stirr... Starting materials: C1(=CC=CC=C1)C1=NOC(=N1)CCC(=O)O (3-(3-phenyl-1,2,4-oxadiazol 5-yl)-propanoic acid), CO (methanol). The solvent is solution, O1CCCC1 (tetrahydrofuran), O1CCCC1 (tetrahydrofuran). Product: C1(=CC=CC=C1)C1=NOC(=N1)CCCO (3-(3-phenyl-1,2,4-oxadiazol-5-yl) propanol). Yield: 56.3%. Reaction SMILES: [C:1]1([C:7]2[N:11]=[C:10]([CH2:12][CH2:13][C:14](O)=[O:15])[O:9][N:8]=2)[CH:6]=[CH:5][CH:4]=[CH:3][CH:2]=1.CO>O1CCCC1>[C:1]1([C:7]2[N:11]=[C:10]([CH2:12][CH2:13][CH2:14][OH:15])[O:9][N:8]=2)[CH:2]=[CH:3][CH:4]=[CH:5][CH:6]=1. Procedure: A solution of 2.5 ml of borane-methyl sulfide complex in 2M solution in tetrahydrofuran, 920 mg of 3-(3-phenyl-1,2,4-oxadiazol 5-yl)-propanoic acid (prepared by SRIRASTAVA et al., J. Heterocycl. Chem., Vol. 21, p. 1193 (1984) and 20 ml of tetrahydrofuran was stirred for one hour at ambient temperature. 10 ml of methanol were added over 5 minutes and evaporation to dryness under reduced pressure was carried out. The residue was chromatographed on silica (eluant: ethyl acetate-hexane (6-4)) to obt... Starting materials: C(C)OC1=C(C=C(CC2(OCCC2)C(=O)OC)C=C1)CO (methyl 2-(4-ethoxy-3-hydroxymethylbenzyl)tetrahydro-2-furancarboxylate), N1=CC=CC=C1 (pyridine), ClC=1C=C(C=CC1)N=C=O (3-chlorophenylisocyanic acid), Cl (hydrochloric acid). Run in O1CCCC1 (tetrahydrofuran), C(C)(=O)OCC (ethyl acetate). Conditions: time 15 hour. Yields the product ClC=1C=C(C=CC1)NC(=O)OCC=1C=C(CC2(OCCC2)C(=O)O)C=CC1OCC (2-[3-(3-Chlorophenylcarbamoyloxymethyl)-4-ethoxybenzyl]-tetrahydro-2-furancarboxylic acid). As a reaction SMILES: [CH2:1]([O:3][C:4]1[CH:19]=[CH:18][C:7]([CH2:8][C:9]2([C:14]([O:16]C)=[O:15])[CH2:13][CH2:12][CH2:11][O:10]2)=[CH:6][C:5]=1[CH2:20][OH:21])[CH3:2].N1C=CC=CC=1.[Cl:28][C:29]1[CH:30]=[C:31]([N:35]=[C:36]=[O:37])[CH:32]=[CH:33][CH:34]=1.Cl>O1CCCC1.C(OCC)(=O)C>[Cl:28][C:29]1[CH:30]=[C:31]([NH:35][C:36]([O:21][CH2:20][C:5]2[CH:6]=[C:7]([CH:18]=[CH:19][C:4]=2[O:3][CH2:1][CH3:2])[CH2:8][C:9]2([C:14]([OH:16])=[O:15])[CH2:13][CH2:12][CH2:11][O:10]2)=[O:37])[CH:32]=[CH:33][CH:34]=1. Procedure details: To a solution of 0.012 g of methyl 2-(4-ethoxy-3-hydroxymethylbenzyl)tetrahydro-2-furancarboxylate in 0.2 ml of tetrahydrofuran were added 0.010 ml of pyridine and 0.0066 g of 3-chlorophenylisocyanic acid, and the mixture was stirred at room temperature for 15 hours. 1 ml of ethyl acetate and 0.5 ml of 1 N hydrochloric acid were added, and the organic layer was concentrated. The residue was dissolved in 0.5 ml of tetrahydrofuran, 0.5 ml of ethanol and 0.2 ml of 1 N sodium hydroxide, and the mixt... The reactants are CN(CCN(C=1OC2=C(N1)C=C(C=C2)[N+](=O)[O-])C)C (N,N,N′-Trimethyl-N′-(5-nitro-benzooxazol-2-yl)-ethane-1,2-diamine). Reagents/catalysts: [Fe] (Fe). Solvent: C(C)(=O)O (acetic acid). Conditions: time 3 hour. The product is CN(CCN(C=1OC2=C(N1)C=C(C=C2)N)C)C (N2-(2-Dimethylamino-ethyl)-N2-methyl-benzooxazole-2,5-diamine). RXN SMILES: [CH3:1][N:2]([CH3:19])[CH2:3][CH2:4][N:5]([CH3:18])[C:6]1[O:7][C:8]2[CH:14]=[CH:13][C:12]([N+:15]([O-])=O)=[CH:11][C:9]=2[N:10]=1>[Fe].C(O)(=O)C>[CH3:1][N:2]([CH3:19])[CH2:3][CH2:4][N:5]([CH3:18])[C:6]1[O:7][C:8]2[CH:14]=[CH:13][C:12]([NH2:15])=[CH:11][C:9]=2[N:10]=1. Reported procedure: The title compound was prepared according to the procedure described in General Method B using N,N,N′-Trimethyl-N′-(5-nitro-benzooxazol-2-yl)-ethane-1,2-diamine (4.131 g, 15.63 mmol), acetic acid (50 mL), and Fe (8.72 g, 78.15 mmol), stirring for 3 h: (3.57 g, 98%): mass spectrum (m/e): 265.3 (M+1).